This data is from the Open Reaction Database (ORD), a public repository of structured organic reaction records. The task is: describe an organic reaction: reactants, conditions, products, and yield Reactants: Cc1nc2ccc(Br)cc2c(-c2ccccc2)c1C(=O)C1CC1, C1COCCN1. Yields the product Cc1nc2ccc(N3CCOCC3)cc2c(-c2ccccc2)c1C(=O)C1CC1. As a reaction SMILES: [Br:1][c:2]1[cH:3][c:4]2[c:5](-[c:18]3[cH:19][cH:20][cH:21][cH:22][cH:23]3)[c:6]([C:13](=[O:14])[CH:15]3[CH2:16][CH2:17]3)[c:7]([CH3:12])[n:8][c:9]2[cH:10][cH:11]1.[CH2:24]1[CH2:25][O:26][CH2:27][CH2:28][NH:29]1>>[c:2]1([N:29]2[CH2:24][CH2:25][O:26][CH2:27][CH2:28]2)[cH:3][c:4]2[c:5](-[c:18]3[cH:19][cH:20][cH:21][cH:22][cH:23]3)[c:6]([C:13](=[O:14])[CH:15]3[CH2:16][CH2:17]3)[c:7]([CH3:12])[n:8][c:9]2[cH:10][cH:11]1. The reactants are BrC1=CC(=C(S1)C1=C(N=C2N1N=C(C=C2C(CC)CC)C)C)C (3-(5-bromo-3-methyl-thiophen-2-yl)-8-(1-ethyl-propyl)-2,6-dimethyl-imidazo[1,2-b]pyridazine), C1CCOC1 (THF), solution, [I-].FC=1C=C(C=CC1)[Zn+] (3-fluorophenylzinc iodide). Reagents/catalysts: C1=CC=C(C=C1)P([C-]2C=CC=C2)C3=CC=CC=C3.C1=CC=C(C=C1)P([C-]2C=CC=C2)C3=CC=CC=C3.Cl[Pd]Cl.[Fe+2] (PdCl2(dppf)). Product: C(C)C(CC)C=1C=2N(N=C(C1)C)C(=C(N2)C)C=2SC(=CC2C)C2=CC(=CC=C2)F (8-(1-ethyl-propyl)-3-[5-(3-fluoro-phenyl)-3-methyl-thiophen-2-yl]-2,6-dimethyl-imidazo[1,2-b]pyridazine). Yield: 46.0%. Reaction SMILES: Br[C:2]1[S:6][C:5]([C:7]2[N:11]3[N:12]=[C:13]([CH3:21])[CH:14]=[C:15]([CH:16]([CH2:19][CH3:20])[CH2:17][CH3:18])[C:10]3=[N:9][C:8]=2[CH3:22])=[C:4]([CH3:23])[CH:3]=1.[I-].[F:25][C:26]1[CH:27]=[C:28]([Zn+])[CH:29]=[CH:30][CH:31]=1.C1COCC1>C1C=CC(P(C2C=CC=CC=2)[C-]2C=CC=C2)=CC=1.C1C=CC(P(C2C=CC=CC=2)[C-]2C=CC=C2)=CC=1.Cl[Pd]Cl.[Fe+2]>[CH2:17]([CH:16]([C:15]1[C:10]2[N:11]([C:7]([C:5]3[S:6][C:2]([C:30]4[CH:29]=[CH:28][CH:27]=[C:26]([F:25])[CH:31]=4)=[CH:3][C:4]=3[CH3:23])=[C:8]([CH3:22])[N:9]=2)[N:12]=[C:13]([CH3:21])[CH:14]=1)[CH2:19][CH3:20])[CH3:18] |f:1.2,4.5.6.7|. Procedure details: Using a procedure similar to Example 32, 3-(5-bromo-3-methyl-thiophen-2-yl)-8-(1-ethyl-propyl)-2,6-dimethyl-imidazo[1,2-b]pyridazine (0.50 g, 1.27 mmol) and PdCl2(dppf) (0.047 g, 0.063 mmol) and 0.5 M solution of 3-fluorophenylzinc iodide in THF (5.1 mL, 2.55 mmol) furnish the title compound (0.24 g, 0.59 mmol, 46%). 1H NMR (CDCl3), δ 0.90 (t, J=7.5 Hz, 6H), 1.76-1.94 (m, 4H), 2.17 (s, 3H), 2.51 (s, 3H), 2.53 (s, 3H), 3.31-3.39 (m, 1H), 6.69 (s, 1H), 6.94-7.01 (m, 1H), 7.26 (s, 1H), 7.30-7.42 (m... Reactants: FC1=C(COC2=CC(=CC=3N2N=C(C3C(=O)OC)CCC)C)C(=CC=C1)F (Methyl 7-[(2,6-difluorobenzyl)oxy]-5-methyl-2-propylpyrazolo[1,5-a]pyridine-3-carboxylate), Cl (hydrochloric acid), [OH-].[Na+] (sodium hydroxide), [OH-].[Na+] (sodium hydroxide). The solvent is O1CCOCC1 (dioxane). Reaction conditions: temperature 90 celsius, time 1 hour. The product is FC1=C(COC2=CC(=CC=3N2N=C(C3C(=O)O)CCC)C)C(=CC=C1)F (7-[(2,6-Difluorobenzyl)oxy]-5-methyl-2-propylpyrazolo[1,5-a]pyridine-3-carboxylic Acid). Yield: 116.2%. RXN SMILES: [F:1][C:2]1[CH:26]=[CH:25][CH:24]=[C:23]([F:27])[C:3]=1[CH2:4][O:5][C:6]1[N:11]2[N:12]=[C:13]([CH2:19][CH2:20][CH3:21])[C:14]([C:15]([O:17]C)=[O:16])=[C:10]2[CH:9]=[C:8]([CH3:22])[CH:7]=1.[OH-].[Na+].Cl>O1CCOCC1>[F:1][C:2]1[CH:26]=[CH:25][CH:24]=[C:23]([F:27])[C:3]=1[CH2:4][O:5][C:6]1[N:11]2[N:12]=[C:13]([CH2:19][CH2:20][CH3:21])[C:14]([C:15]([OH:17])=[O:16])=[C:10]2[CH:9]=[C:8]([CH3:22])[CH:7]=1 |f:1.2|. Procedure: A solution of 169 mg (0.43 mmol; about 95% purity) of methyl 7-[(2,6-difluorobenzyl)oxy]-5-methyl-2-propylpyrazolo[1,5-a]pyridine-3-carboxylate from Example 96A in 4.5 ml of dioxane was admixed with 2.6 ml (2.6 mmol) of 1 N sodium hydroxide solution and reacted at 90° C. for 24 h. Subsequently, another 0.5 ml (0.5 mmol) of 1 N sodium hydroxide solution were added and the mixture was stirred at 90° C. for 1 h. The reaction solution was cooled and adjusted to pH 2 with 1 N hydrochloric acid. The s... The reactants are CC(=O)O, CC1(C)C(CC=O)CC2CC21C, CO, CCC=O. Product: CC(C=O)=CCC1CC2CC2(C)C1(C)C. Reaction SMILES: [CH3:17][C:18](=[O:19])[OH:20].[CH3:1][C:2]12[C:3]([CH3:11])([CH3:12])[CH:4]([CH2:8][CH:9]=[O:10])[CH2:5][CH:6]1[CH2:7]2.[CH3:21][OH:22].[CH:13]([CH2:14][CH3:15])=[O:16]>>[CH3:1][C:2]12[C:3]([CH3:11])([CH3:12])[CH:4]([CH2:8][CH:9]=[C:14]([CH:13]=[O:16])[CH3:15])[CH2:5][CH:6]1[CH2:7]2. The reactants are CC(C)(Br)C(=O)Br, Cn1nc(-c2c(F)cc3c(c2N)NC(=O)CO3)c(Cl)c1C(F)(F)F, C1COCCO1. Product: Cn1nc(-c2c(F)cc3c(c2NC(=O)C(C)(C)Br)NC(=O)CO3)c(Cl)c1C(F)(F)F. As a reaction SMILES: [Br:25][C:26]([C:27](=[O:28])[Br:29])([CH3:30])[CH3:31].[NH2:1][c:2]1[c:3](-[c:14]2[n:15][n:16]([CH3:24])[c:17]([C:20]([F:21])([F:22])[F:23])[c:18]2[Cl:19])[c:4]([F:13])[cH:5][c:6]2[c:7]1[NH:8][C:9](=[O:12])[CH2:10][O:11]2.[O:32]1[CH2:33][CH2:34][O:35][CH2:36][CH2:37]1>>[NH:1]([c:2]1[c:3](-[c:14]2[n:15][n:16]([CH3:24])[c:17]([C:20]([F:21])([F:22])[F:23])[c:18]2[Cl:19])[c:4]([F:13])[cH:5][c:6]2[c:7]1[NH:8][C:9](=[O:12])[CH2:10][O:11]2)[C:27]([C:26]([Br:25])([CH3:30])[CH3:31])=[O:28]. Starting materials: O=[N+]([O-])c1ccc2c(c1)OCO2, [Cl-], [Cl-], [Cl-], [Fe+3], NN, C1CCOC1, O, O, O, O, O, O, O, O, [Rh]. Yields the product O=Nc1ccc2c(c1)OCO2. As a reaction SMILES: [CH2:1]1[O:2][c:3]2[c:4]([cH:5][c:6]([N+:9](=[O:10])[O-:11])[cH:7][cH:8]2)[O:12]1.[Cl-:29].[Cl-:31].[Cl-:32].[Fe+3:30].[NH2:14][NH2:15].[O:16]1[CH2:17][CH2:18][CH2:19][CH2:20]1.[OH2:13].[OH2:22].[OH2:23].[OH2:24].[OH2:25].[OH2:26].[OH2:27].[OH2:28].[Rh:21]>>[CH2:1]1[O:2][c:3]2[c:4]([cH:5][c:6]([N:9]=[O:10])[cH:7][cH:8]2)[O:12]1. Yields the product O=C(Nc1nc2cc(-c3cc(F)cc(Cl)c3)ccc2[nH]1)c1cn2nc(N3CCC(O)CC3)ccc2n1. Starting materials: CN1CCCC1=O, O=C(Nc1nc2cc(-c3cc(F)cc(Cl)c3)ccc2[nH]1)c1cn2nc(Cl)ccc2n1, OC1CCNCC1, O. Reaction SMILES: [CH3:39][N:40]1[CH2:41][CH2:42][CH2:43][C:44]1=[O:45].[Cl:1][c:2]1[cH:3][c:4](-[c:9]2[cH:10][c:11]3[c:12]([nH:13][c:14]([NH:16][C:17](=[O:18])[c:19]4[n:20][c:21]5[n:22]([n:23][c:24]([Cl:27])[cH:25][cH:26]5)[cH:28]4)[n:15]3)[cH:29][cH:30]2)[cH:5][c:6]([F:8])[cH:7]1.[NH:31]1[CH2:32][CH2:33][CH:34]([OH:37])[CH2:35][CH2:36]1.[OH2:38]>>[Cl:1][c:2]1[cH:3][c:4](-[c:9]2[cH:10][c:11]3[c:12]([nH:13][c:14]([NH:16][C:17](=[O:18])[c:19]4[n:20][c:21]5[n:22]([n:23][c:24]([N:31]6[CH2:32][CH2:33][CH:34]([OH:37])[CH2:35][CH2:36]6)[cH:25][cH:26]5)[cH:28]4)[n:15]3)[cH:29][cH:30]2)[cH:5][c:6]([F:8])[cH:7]1. The reactants are C1(=CC=CC=C1)S(=O)(=O)C1=C(NN=C1SC)N (4-benzenesulphonyl-5-methylsulphanyl-2H-pyrazol-3-ylamine), COCCC(CC(=O)OC)=O (methyl 5-methoxy-3-oxo-valerate). The solvent is C(C)(=O)O (acetic acid). Product: C1(=CC=CC=C1)S(=O)(=O)C=1C(=NN2C1N=C(C=C2O)CCOC)SC (3-benzenesulphonyl-5-(2-methoxy-ethyl)-2-methylsulphanyl-pyrazolo[1,5-a]pyrimidin-7-ol). The yield is 61.0%. As a reaction SMILES: [C:1]1([S:7]([C:10]2[C:14]([S:15][CH3:16])=[N:13][NH:12][C:11]=2[NH2:17])(=[O:9])=[O:8])[CH:6]=[CH:5][CH:4]=[CH:3][CH:2]=1.C[O:19][CH2:20][CH2:21][C:22](=O)[CH2:23][C:24]([O:26][CH3:27])=O>C(O)(=O)C>[C:1]1([S:7]([C:10]2[C:14]([S:15][CH3:16])=[N:13][N:12]3[C:20]([OH:19])=[CH:21][C:22]([CH2:23][CH2:24][O:26][CH3:27])=[N:17][C:11]=23)(=[O:9])=[O:8])[CH:2]=[CH:3][CH:4]=[CH:5][CH:6]=1. Procedure details: A solution of 2.69 g (10 mmol) of) 4-benzenesulphonyl-5-methylsulphanyl-2H-pyrazol-3-ylamine and 1.6 g (10 mmol) of methyl 5-methoxy-3-oxo-valerate in 10 ml of acetic acid was heated at reflux for 4 hrs. The reaction solution was evaporated and the residue was partitioned between H2O and CH2Cl2. The aqueous phase was extracted three times with 80 ml of CH2Cl2. The combined organic phases were dried (MgSO4), filtered and evaporated. Chromatography (SiO2, CH2Cl2/MeOH 20:1) yielded 2.40 g (61%) of ... The reactants are CCOc1cc(S(=O)(=O)NC(C)(C)C)ccc1C1=NC(C)(c2ccc(Cl)cc2)C(C)(c2ccc(Cl)cc2)N1C(=O)Cl, Cl, Cl, NC(=O)CN1CCNCC1. Product: CCOc1cc(S(=O)(=O)NC(C)(C)C)ccc1C1=NC(C)(c2ccc(Cl)cc2)C(C)(c2ccc(Cl)cc2)N1C(=O)N1CCN(CC(N)=O)CC1. RXN SMILES: [C:1]([CH3:2])([CH3:3])([CH3:4])[NH:5][S:6](=[O:7])(=[O:8])[c:9]1[cH:10][c:11]([O:39][CH2:40][CH3:41])[c:12]([C:15]2=[N:19][C:18]([CH3:20])([c:21]3[cH:22][cH:23][c:24]([Cl:27])[cH:25][cH:26]3)[C:17]([CH3:28])([c:29]3[cH:30][cH:31][c:32]([Cl:35])[cH:33][cH:34]3)[N:16]2[C:36](=[O:37])[Cl:38])[cH:13][cH:14]1.[ClH:42].[ClH:43].[N:44]1([CH2:50][C:51](=[O:52])[NH2:53])[CH2:45][CH2:46][NH:47][CH2:48][CH2:49]1>>[C:1]([CH3:2])([CH3:3])([CH3:4])[NH:5][S:6](=[O:7])(=[O:8])[c:9]1[cH:10][c:11]([O:39][CH2:40][CH3:41])[c:12]([C:15]2=[N:19][C:18]([CH3:20])([c:21]3[cH:22][cH:23][c:24]([Cl:27])[cH:25][cH:26]3)[C:17]([CH3:28])([c:29]3[cH:30][cH:31][c:32]([Cl:35])[cH:33][cH:34]3)[N:16]2[C:36](=[O:37])[N:47]2[CH2:46][CH2:45][N:44]([CH2:50][C:51](=[O:52])[NH2:53])[CH2:49][CH2:48]2)[cH:13][cH:14]1. Starting materials: C(C=C)OC1=NOC2=C1C=C(C(=C2)OCC=C)N2CC(NS2(=O)=O)=O (5-(3,6-bis-allyloxybenzo[d]isoxazol-5-yl)-1,1-dioxo-1,2,5-thiadiazolidin-3-one), C([O-])([O-])=O.[K+].[K+] (potassium carbonate). Reagents/catalysts: C=1C=CC(=CC1)[P](C=2C=CC=CC2)(C=3C=CC=CC3)[Pd]([P](C=4C=CC=CC4)(C=5C=CC=CC5)C=6C=CC=CC6)([P](C=7C=CC=CC7)(C=8C=CC=CC8)C=9C=CC=CC9)[P](C=1C=CC=CC1)(C=1C=CC=CC1)C=1C=CC=CC1 (tetrakis(triphenylphosphine)palladium(0)). Solvent: CCO (EtOH). Conditions: time 5.5 hour. Yields the product C(C=C)OC1=NOC2=C1C=C(C(=C2)O)N2CC(NS2(=O)=O)=O (5-(3-allyloxy-6-hydroxybenzo[d]isoxazol-5-yl)-1,1-dioxo-1,2,5-thiadiazolidin-3-one). Reaction SMILES: [CH2:1]([O:4][C:5]1[C:9]2[CH:10]=[C:11]([N:18]3[S:22](=[O:24])(=[O:23])[NH:21][C:20](=[O:25])[CH2:19]3)[C:12]([O:14]CC=C)=[CH:13][C:8]=2[O:7][N:6]=1)[CH:2]=[CH2:3].C(=O)([O-])[O-].[K+].[K+]>CCO.C1C=CC([P]([Pd]([P](C2C=CC=CC=2)(C2C=CC=CC=2)C2C=CC=CC=2)([P](C2C=CC=CC=2)(C2C=CC=CC=2)C2C=CC=CC=2)[P](C2C=CC=CC=2)(C2C=CC=CC=2)C2C=CC=CC=2)(C2C=CC=CC=2)C2C=CC=CC=2)=CC=1>[CH2:1]([O:4][C:5]1[C:9]2[CH:10]=[C:11]([N:18]3[S:22](=[O:23])(=[O:24])[NH:21][C:20](=[O:25])[CH2:19]3)[C:12]([OH:14])=[CH:13][C:8]=2[O:7][N:6]=1)[CH:2]=[CH2:3] |f:1.2.3,^1:38,40,59,78|. Reported procedure: To a solution of 5-(3,6-bis-allyloxybenzo[d]isoxazol-5-yl)-1,1-dioxo-1,2,5-thiadiazolidin-3-one (0.055 g, 0.15 mmol) in EtOH (4 mL) is added tetrakis(triphenylphosphine)palladium(0) (0.005 g, 0.004 mmol). The mixture is stirred for 5 min at room temperature, at which point potassium carbonate (0.056 g, 0.405 mmol) is added. The mixture is stirred at room temperature for 5.5 h. The solvent is removed under reduced pressure and the crude product is purified by chromatography on a Biotage purificat...